From a dataset of the Open Reaction Database (ORD), a public repository of structured organic reaction records. describe an organic reaction: reactants, conditions, products, and yield The reagents and catalysts are [Cl-].[Zn+2].[Cl-] (Zinc chloride). As a reaction SMILES: C([Li])CCC.[CH3:6][N:7]1[CH:11]=[CH:10][CH:9]=[CH:8]1.[Cl:12][C:13]1[CH:21]=[CH:20][C:19]([N+:22]([O-:24])=[O:23])=[CH:18][C:14]=1[C:15](Cl)=[O:16]>O1CCCC1.[Cl-].[Zn+2].[Cl-]>[CH3:6][N:7]1[CH:11]=[CH:10][CH:9]=[C:8]1[C:15]([C:14]1[CH:18]=[C:19]([N+:22]([O-:24])=[O:23])[CH:20]=[CH:21][C:13]=1[Cl:12])=[O:16] |f:4.5.6|. Product: CN1C(=CC=C1)C(=O)C1=C(C=CC(=C1)[N+](=O)[O-])Cl (2-Chloro-5-nitrophenyl 1-methylpyrrol-2-yl ketone). Solvent: O1CCCC1 (tetrahydrofuran), O1CCCC1 (tetrahydrofuran). Reactants: resultant mixture, ClC1=C(C(=O)Cl)C=C(C=C1)[N+](=O)[O-] (2-chloro-5-nitrobenzoyl chloride), C(CCC)[Li] (n-butyllithium), resultant mixture, CN1C=CC=C1 (N-methylpyrrole), resultant mixture, tetrakis triphenylphosphine palladium. Yield: 17.4%. Reaction conditions: temperature -70 celsius, time 1 hour. Procedure details: To a mixture of n-butyllithium (2.5 M in hexanes, 100 ml, 0.250 mol) and tetrahydrofuran at room temperature is added N-methylpyrrole (40.6 g, 0.500 mol) dropwise over 30 minutes. The resultant mixture is stirred 90 minutes at 35-40° C. and cooled to −70° C. Zinc chloride (0.5 M in tetrahydrofuran, 500 ml, 0.25 mol) is added dropwise such that the temperature does not exceed −60° C. The resultant mixture is allowed to warm to 0° C. and stirred one hour at 0° C. A solution of 2-chloro-5-nitrobenz... Starting materials: [OH-].[Na+] (sodium hydroxide), O (water), [H-].[Al+3].[Li+].[H-].[H-].[H-] (lithium aluminum hydride), Cl.C1(=CC=CC2=CC=CC=C12)C1CCN(CC1)CC#N ((4-Naphth-1-ylpiperid-1-yl)acetonitrile hydrochloride), O (water). Run in O1CCCC1 (tetrahydrofuran). Run at time 1 hour. Yields the product NCCN1CCC(CC1)C1=CC=CC2=CC=CC=C12 (1-(2-Aminoeth-1-y1)-4-naphth-1-ylpiperidine). As a reaction SMILES: [H-].[Al+3].[Li+].[H-].[H-].[H-].Cl.[C:8]1([CH:18]2[CH2:23][CH2:22][N:21]([CH2:24][C:25]#[N:26])[CH2:20][CH2:19]2)[C:17]2[C:12](=[CH:13][CH:14]=[CH:15][CH:16]=2)[CH:11]=[CH:10][CH:9]=1.O.[OH-].[Na+]>O1CCCC1>[NH2:26][CH2:25][CH2:24][N:21]1[CH2:22][CH2:23][CH:18]([C:8]2[C:17]3[C:12](=[CH:13][CH:14]=[CH:15][CH:16]=3)[CH:11]=[CH:10][CH:9]=2)[CH2:19][CH2:20]1 |f:0.1.2.3.4.5,6.7,9.10|. Reported procedure: 1.75 g of lithium aluminum hydride are added in fractions under a stream of nitrogen to a solution of 4.4 g of the compound from Example 4 in 150 ml of tetrahydrofuran. After stirring for 1 hour, the mixture is hydrolyzed with 1.75 ml of water, 3.5 ml of a 10% (wt/wt) sodium hydroxide solution and 7 ml of water. Filtration through celite, followed by evaporation of the solvent, yields an oily product which is used as it is in the following stage. Reactants: CC1CN(c2ccc3ccccc3n2)CCN1, O=C(NCC(F)(F)F)C1(CCCCBr)c2ccccc2-c2ccccc21. Product: CC1CN(c2ccc3ccccc3n2)CCN1CCCCC1(C(=O)NCC(F)(F)F)c2ccccc2-c2ccccc21. Reaction SMILES: [CH3:27][CH:28]1[CH2:29][N:30]([c:34]2[n:35][c:36]3[cH:37][cH:38][cH:39][cH:40][c:41]3[cH:42][cH:43]2)[CH2:31][CH2:32][NH:33]1.[F:1][C:2]([CH2:3][NH:4][C:5](=[O:6])[C:7]1([CH2:20][CH2:21][CH2:22][CH2:23][Br:24])[c:8]2[cH:9][cH:10][cH:11][cH:12][c:13]2-[c:14]2[cH:15][cH:16][cH:17][cH:18][c:19]21)([F:25])[F:26]>>[F:1][C:2]([CH2:3][NH:4][C:5](=[O:6])[C:7]1([CH2:20][CH2:21][CH2:22][CH2:23][N:33]2[CH:28]([CH3:27])[CH2:29][N:30]([c:34]3[n:35][c:36]4[cH:37][cH:38][cH:39][cH:40][c:41]4[cH:42][cH:43]3)[CH2:31][CH2:32]2)[c:8]2[cH:9][cH:10][cH:11][cH:12][c:13]2-[c:14]2[cH:15][cH:16][cH:17][cH:18][c:19]21)([F:25])[F:26]. The reactants are C(C)(C)(C)C1=C(C=CC=C1)NC(C)=O (N-(2-tert-butylphenyl)acetamide), [N+](=O)([O-])[O-].[K+] (KNO3). Run in S(O)(O)(=O)=O (sulfuric acid). Conditions: time 8 hour. Product: C(C)(C)(C)C1=C(C=CC(=C1)[N+](=O)[O-])NC(C)=O (N-(2-tert-butyl-4-nitrophenyl)acetamide). Reaction SMILES: [C:1]([C:5]1[CH:10]=[CH:9][CH:8]=[CH:7][C:6]=1[NH:11][C:12](=[O:14])[CH3:13])([CH3:4])([CH3:3])[CH3:2].[N+:15]([O-])([O-:17])=[O:16].[K+]>S(=O)(=O)(O)O>[C:1]([C:5]1[CH:10]=[C:9]([N+:15]([O-:17])=[O:16])[CH:8]=[CH:7][C:6]=1[NH:11][C:12](=[O:14])[CH3:13])([CH3:4])([CH3:2])[CH3:3] |f:1.2|. Procedure details: Concentrated sulfuric acid (30 mL) was cooled to 0° C. and solid N-(2-tert-butylphenyl)acetamide (1.0 g, 5.2 mmol) was added in several portions. To the resulting solution was added KNO3 (578 mg, 5.7 mmol). The reaction mixture was allowed to warm to rt over 2 h and then stirred at rt overnight. The reaction mixture was poured over ice and a white precipitate formed. The precipitate was isolated by filtration (1.04 g, 84%). LCMS: (FA) ES+ 237.2 (M+1), ES− 235.1 (M−1). Reactants: solution, [H-].C(C(C)C)[Al+]CC(C)C (diisobutylaluminum hydride), O1CCCC1 (tetrahydrofuran), ClC1=NC=CC(=C1)OC1=CC=CC(=N1)C(=O)OC (methyl 6-[(2-chloro-4-pyridyl)oxy]picolinate), Cl (hydrochloric acid). Run in CCCCCC.C(C)(=O)OCC (hexane ethyl acetate), C(C)OCC (diethyl ether). Reaction SMILES: [H-].C([Al+]CC(C)C)C(C)C.O1CCCC1.[Cl:16][C:17]1[CH:22]=[C:21]([O:23][C:24]2[N:29]=[C:28]([C:30](OC)=[O:31])[CH:27]=[CH:26][CH:25]=2)[CH:20]=[CH:19][N:18]=1.Cl>C(OCC)C.CCCCCC.C(OCC)(=O)C>[Cl:16][C:17]1[CH:22]=[C:21]([O:23][C:24]2[N:29]=[C:28]([CH2:30][OH:31])[CH:27]=[CH:26][CH:25]=2)[CH:20]=[CH:19][N:18]=1 |f:0.1,6.7|. Procedure: A one molar solution of diisobutylaluminum hydride in tetrahydrofuran (200 mL, 0.2 mol) is added over 45 minutes to a solution of methyl 6-[(2-chloro-4-pyridyl)oxy]picolinate (18.15 g, 0.069 mol) in diethyl ether (300 mL) at -50° C. Under a nitrogen atmosphere. The reaction mixture is stirred at -50° C. for two hours, allowed to warm to 0° C. and acidified with dilute hydrochloric acid. The phases are separated and the aqueous phase is extracted with diethyl ether. The organic extracts are combi... The yield is 62.5%. Reaction conditions: temperature -50 celsius, time 2 hour. Yields the product ClC1=NC=CC(=C1)OC1=CC=CC(=N1)CO (6-[(2-Chloro-4-pyridyl)oxy]-2-pyridinemethanol).